The task is: describe an organic reaction: reactants, conditions, products, and yield. This data is from the Open Reaction Database (ORD), a public repository of structured organic reaction records. Reactants: O=C([O-])[O-], COc1ccc(N)c(OCCN(C)C)c1, COC(=O)c1cccc(I)c1C(=O)OC, Cc1ccccc1, ClCCl, [Cs+], [Cs+], O=C(C=Cc1ccccc1)C=Cc1ccccc1, O=C(C=Cc1ccccc1)C=Cc1ccccc1, O=C(C=Cc1ccccc1)C=Cc1ccccc1, [Pd], [Pd]. Product: COC(=O)c1cccc(Nc2ccc(OC)cc2OCCN(C)C)c1C(=O)OC. Reaction SMILES: [C:31](=[O:32])([O-:33])[O-:34].[CH3:16][N:17]([CH2:18][CH2:19][O:20][c:21]1[c:22]([NH2:29])[cH:23][cH:24][c:25]([O:27][CH3:28])[cH:26]1)[CH3:30].[CH3:1][O:2][C:3]([c:4]1[c:5]([C:6](=[O:7])[O:8][CH3:9])[c:10]([I:14])[cH:11][cH:12][cH:13]1)=[O:15].[CH3:37][c:38]1[cH:39][cH:40][cH:41][cH:42][cH:43]1.[Cl:44][CH2:45][Cl:46].[Cs+:35].[Cs+:36].[O:49]=[C:50]([CH:51]=[CH:52][c:53]1[cH:54][cH:55][cH:56][cH:57][cH:58]1)[CH:59]=[CH:60][c:61]1[cH:62][cH:63][cH:64][cH:65][cH:66]1.[O:67]=[C:68]([CH:69]=[CH:70][c:71]1[cH:72][cH:73][cH:74][cH:75][cH:76]1)[CH:77]=[CH:78][c:79]1[cH:80][cH:81][cH:82][cH:83][cH:84]1.[O:85]=[C:86]([CH:87]=[CH:88][c:89]1[cH:90][cH:91][cH:92][cH:93][cH:94]1)[CH:95]=[CH:96][c:97]1[cH:98][cH:99][cH:100][cH:101][cH:102]1.[Pd:47].[Pd:48]>>[CH3:1][O:2][C:3]([c:4]1[c:5]([C:6](=[O:7])[O:8][CH3:9])[c:10]([NH:29][c:22]2[c:21]([O:20][CH2:19][CH2:18][N:17]([CH3:16])[CH3:30])[cH:26][c:25]([O:27][CH3:28])[cH:24][cH:23]2)[cH:11][cH:12][cH:13]1)=[O:15]. The reactants are COCBr, Fc1cc(Cl)ccc1Br, C1CCOC1, CC(C)[N-]C(C)C, [Li+]. The product is COCc1c(Cl)ccc(Br)c1F. RXN SMILES: [Br:18][CH2:19][O:20][CH3:21].[Br:1][c:2]1[c:3]([F:9])[cH:4][c:5]([Cl:8])[cH:6][cH:7]1.[CH2:22]1[O:23][CH2:24][CH2:25][CH2:26]1.[CH3:11][CH:12]([N-:13][CH:14]([CH3:15])[CH3:16])[CH3:17].[Li+:10]>>[Br:1][c:2]1[c:3]([F:9])[c:4]([CH2:19][O:20][CH3:21])[c:5]([Cl:8])[cH:6][cH:7]1. The reactants are C([O-])([O-])=O.[K+].[K+] (potassium carbonate), CON=C(C(=O)OC)C(C)(OCC)OCC (methyl 2-methoxyimino-3,3-diethoxybutyrate), S(=O)(=O)(Cl)Cl (Sulfuryl chloride). RXN SMILES: C(=O)([O-])[O-].[K+].[K+].[CH3:7][O:8][N:9]=[C:10]([C:15]([O:20][CH2:21][CH3:22])([O:17][CH2:18][CH3:19])[CH3:16])[C:11]([O:13][CH3:14])=[O:12].S(Cl)([Cl:26])(=O)=O>C(Cl)(Cl)Cl>[CH3:7][O:8][N:9]=[C:10]([C:15]([O:20][CH2:21][CH3:22])([O:17][CH2:18][CH3:19])[CH2:16][Cl:26])[C:11]([O:13][CH3:14])=[O:12] |f:0.1.2|. Reported procedure: Anhydrous potassium carbonate (8.89 g) was added to a solution of methyl 2-methoxyimino-3,3-diethoxybutyrate (syn isomer, 10 g) in chloroform (40 ml). Sulfuryl chloride (6.94 g) was added to the suspension at -6° to -2° C. over 50 minutes, and stirred at -5° to -2° C. for 10 minutes. After removing the solvent om the resultant mixture, ethanol (10 ml) was added to the residue and stirred for 30 minutes. Water (25 ml) was added to the mixture, and the mixture was extracted with diisopropyl ether ... Solvent: C(Cl)(Cl)Cl (chloroform). Yield: 97.9%. The product is CON=C(C(=O)OC)C(CCl)(OCC)OCC (methyl 2-methoxyimino-3,3-diethoxy-4-chlorobutyrate). Reaction conditions: time 10 minute.